From a dataset of the Open Reaction Database (ORD), a public repository of structured organic reaction records. describe an organic reaction: reactants, conditions, products, and yield Reactants: CS(C)=O, C[S+](C)C, [H-], [I-], [I-], [Na+], O, C[N+](C)(C)Cc1ncccc1O. Product: c1cnc2c(c1)OCC2. As a reaction SMILES: [CH3:21][S:22]([CH3:23])=[O:24].[CH3:4][S+:5]([CH3:6])[CH3:7].[H-:1].[I-:3].[I-:8].[Na+:2].[OH2:25].[OH:9][c:10]1[c:11]([CH2:16][N+:17]([CH3:18])([CH3:19])[CH3:20])[n:12][cH:13][cH:14][cH:15]1>>[CH2:4]1[O:9][c:10]2[c:11]([n:12][cH:13][cH:14][cH:15]2)[CH2:16]1. The reactants are C(C1=CC=CC=C1)N([C@@H]1CC[C@H](CC1)C1=CC=C(OCC(=O)O)C=C1)C[C@@H](COC1=CC(=C(C=C1)OCC1=CC=CC=C1)NS(=O)(=O)C)O (trans-(4-{4-[benzyl((2S)-3-{4-(benzyloxy)-3-[(methylsulfonyl)amino]phenoxy}-2-hydroxypropyl)amino]cyclohexyl}phenoxy)acetic acid). Reagents/catalysts: [Pd] (palladium-on-charcoal). Solvent: O1CCCC1 (tetrahydrofuran), C(C)O (ethanol). Reaction conditions: time 4 hour. The product is O[C@@H](CN[C@@H]1CC[C@H](CC1)C1=CC=C(OCC(=O)O)C=C1)COC1=CC(=C(C=C1)O)NS(=O)(=O)C (trans-(4-{4-[((2S)-2-hydroxy-3-{4-hydroxy-3-[(methylsulfonyl)amino]phenoxy}propyl)amino]cyclohexyl}-phenoxy)acetic acid), solid. Isolated yield 32.0%. Reaction SMILES: C([N:8]([CH2:26][C@H:27]([OH:49])[CH2:28][O:29][C:30]1[CH:35]=[CH:34][C:33]([O:36]CC2C=CC=CC=2)=[C:32]([NH:44][S:45]([CH3:48])(=[O:47])=[O:46])[CH:31]=1)[C@H:9]1[CH2:14][CH2:13][C@H:12]([C:15]2[CH:25]=[CH:24][C:18]([O:19][CH2:20][C:21]([OH:23])=[O:22])=[CH:17][CH:16]=2)[CH2:11][CH2:10]1)C1C=CC=CC=1>O1CCCC1.C(O)C.[Pd]>[OH:49][C@H:27]([CH2:28][O:29][C:30]1[CH:35]=[CH:34][C:33]([OH:36])=[C:32]([NH:44][S:45]([CH3:48])(=[O:47])=[O:46])[CH:31]=1)[CH2:26][NH:8][C@H:9]1[CH2:10][CH2:11][C@H:12]([C:15]2[CH:16]=[CH:17][C:18]([O:19][CH2:20][C:21]([OH:23])=[O:22])=[CH:24][CH:25]=2)[CH2:13][CH2:14]1. Reported procedure: A mixture of 0.3 g of trans-(4-{4-[benzyl((2S)-3-{4-(benzyloxy)-3-[(methylsulfonyl)amino]phenoxy}-2-hydroxypropyl)amino]cyclohexyl}phenoxy)acetic acid (0.44 mmol) and of 0.20 g of 10% palladium-on-charcoal (50% in water) in a mixture of tetrahydrofuran (5 ml) and ethanol (5 ml) is placed under a hydrogen atmosphere and stirred for 4 h. The reaction mixture is filtered through celite. The solvents are evaporated under reduced pressure and trans-(4-{4-[((2S)-2-hydroxy-3-{4-hydroxy-3-[(methylsulfon... Reactants: ClCC(=O)O (chloroacetic acid), Cl (HCl), [OH-].[Na+] (sodium hydroxide), OC1C(COC(OC1)(C)C)N1CCNCCNCCNCC1 (10-(6-hydroxy-2,2-dimethyl-1,3-dioxepan-5-yl)-1,4,7,10-tetraazacyclododecane), [OH-].[Na+] (sodium hydroxide), 252c. The solvent is O (water), O (water). Reaction conditions: temperature 70 celsius, time 4 hour. The product is OCC(C(CO)O)N1CCNCCNCCNCC1 (10-(1-hydroxymethyl- 2,3-dihydroxypropyl)-1,4,7,10-tetraazacyclododecane). Isolated yield 128.5%. RXN SMILES: ClCC(O)=O.[OH:6][CH:7]1[CH2:13][O:12]C(C)(C)[O:10][CH2:9][CH:8]1[N:16]1[CH2:27][CH2:26][NH:25][CH2:24][CH2:23][NH:22][CH2:21][CH2:20][NH:19][CH2:18][CH2:17]1.[OH-].[Na+].Cl>O>[OH:10][CH2:9][CH:8]([N:16]1[CH2:17][CH2:18][NH:19][CH2:20][CH2:21][NH:22][CH2:23][CH2:24][NH:25][CH2:26][CH2:27]1)[CH:7]([OH:6])[CH2:13][OH:12] |f:2.3|. Procedure details: 72.7 g (767 mmol) of chloroacetic acid is added under ice/water cooling and nitrogen atmosphere to 60.7 g (192 mmol) of the crude product obtained from example 3a in 500 ml of deionized water. Then, the pH is adjusted to 9.5 with about 42 ml of 10 molar sodium hydroxide solution. The reaction solution is heated to 70° C. and the pH is kept at 9.1-9.5 by adding 10 molar sodium hydroxide solution. For 4 hours of additional stirring time, the pH is maintained at 70° C. The reaction mixture is coole... Starting materials: CCCCCCCC1COC(c2ccc(C(=O)OC)cc2)OC1, CO, [K+], [OH-]. Product: CCCCCCCC1COC(c2ccc(C(=O)O)cc2)OC1. Reaction SMILES: [CH3:1][O:2][C:3](=[O:4])[c:5]1[cH:6][cH:7][c:8]([CH:11]2[O:12][CH2:13][CH:14]([CH2:17][CH2:18][CH2:19][CH2:20][CH2:21][CH2:22][CH3:23])[CH2:15][O:16]2)[cH:9][cH:10]1.[CH3:26][OH:27].[K+:25].[OH-:24]>>[O:2]=[C:3]([OH:4])[c:5]1[cH:6][cH:7][c:8]([CH:11]2[O:12][CH2:13][CH:14]([CH2:17][CH2:18][CH2:19][CH2:20][CH2:21][CH2:22][CH3:23])[CH2:15][O:16]2)[cH:9][cH:10]1. Starting materials: FC=1C(=CC(=C(C1)C1=C(C(=NC=C1)OS(=O)(=O)C(F)(F)F)[N+](=O)[O-])C)OC (Trifluoro-methanesulfonic acid 4-(5-fluoro-4-methoxy-2-methyl-phenyl)-3-nitro-pyridin-2-yl ester), C1(CC1)[C@@H](CC)N ((R)-1-cyclopropyl-propylamine). Yields the product C1(CC1)[C@@H](CC)NC1=NC=CC(=C1[N+](=O)[O-])C1=C(C=C(C(=C1)F)OC)C ((R)-(1-Cyclopropyl-propyl)-[4-(5-fluoro-4-methoxy-2-methyl-phenyl)-3-nitro-pyridin-2-yl]-amine). The yield is 38.8%. RXN SMILES: [F:1][C:2]1[C:3]([O:26][CH3:27])=[CH:4][C:5]([CH3:25])=[C:6]([C:8]2[CH:13]=[CH:12][N:11]=[C:10](OS(C(F)(F)F)(=O)=O)[C:9]=2[N+:22]([O-:24])=[O:23])[CH:7]=1.[CH:28]1([C@H:31]([NH2:34])[CH2:32][CH3:33])[CH2:30][CH2:29]1>>[CH:28]1([C@H:31]([NH:34][C:10]2[C:9]([N+:22]([O-:24])=[O:23])=[C:8]([C:6]3[CH:7]=[C:2]([F:1])[C:3]([O:26][CH3:27])=[CH:4][C:5]=3[CH3:25])[CH:13]=[CH:12][N:11]=2)[CH2:32][CH3:33])[CH2:30][CH2:29]1. Reported procedure: Trifluoro-methanesulfonic acid 4-(5-fluoro-4-methoxy-2-methyl-phenyl)-3-nitro-pyridin-2-yl ester (0.5 g, 1.22 mmol), prepared substantially as described in Part C of Example 19a, and (R)-1-cyclopropyl-propylamine (0.33 g, 2.44 mmol) were treated substantially as described in Part C of Example 19a to produce 0.17 g (43%) of crude (R)-(1-Cyclopropyl-propyl)-[4-(5-fluoro-4-methoxy-2-methyl-phenyl)-3-nitro-pyridin-2-yl]-amine.